From a dataset of the Open Reaction Database (ORD), a public repository of structured organic reaction records. describe an organic reaction: reactants, conditions, products, and yield The reactants are FC(C(=O)O)(F)F (trifluoroacetic acid), FC(S(=O)(=O)[O-])(F)F.FC=1C=C(C=CC1C(=O)OC)[N+](C)(C)C ((3-fluoro-4-methoxycarbonyl-phenyl)-trimethyl-ammonium trifluoro-methanesulfonate). RXN SMILES: [F:1][C:2]([F:8])([F:7])[S:3]([O-:6])(=[O:5])=[O:4].[F:9][C:10]1[CH:11]=[C:12]([N+:20]([CH3:23])([CH3:22])[CH3:21])[CH:13]=[CH:14][C:15]=1[C:16]([O:18]C)=[O:17].FC(F)(F)C(O)=O>O>[F:1][C:2]([F:8])([F:7])[S:3]([O-:6])(=[O:5])=[O:4].[C:16]([C:15]1[CH:14]=[CH:13][C:12]([N+:20]([CH3:22])([CH3:21])[CH3:23])=[CH:11][C:10]=1[F:9])([OH:18])=[O:17] |f:0.1,4.5|. Solvent: O (water). Procedure details: A solution of 2.50 g (6.92 mmol) 4b, 60 ml dest. water and 60 ml trifluoroacetic acid was refluxed for 2 days. The reaction mixture was evaporated, dried by use of oil pump vacuum over night and treated with diethyl ether. The resulting solid was filtered, washed extensively with diethyl ether and dried by oil pump vacuum. The solid crude product 4c was obtained in 100% yield (2.40 g; 6.92 mmol) and crude compound 4c was used for the next step without purification. Yields the product FC(S(=O)(=O)[O-])(F)F.C(=O)(O)C1=C(C=C(C=C1)[N+](C)(C)C)F ((4-carboxy-3-fluoro-phenyl)-trimethyl-ammonium trifluoro-methanesulfonate). Starting materials: C([C@@H]1[C@H]([C@@H]([C@H]([C@H](O1)O[C@@H]2[C@H](O[C@H]([C@@H]([C@H]2O)O)O)CO)O)O)O)O (maltose). The reagents and catalysts are [Ni] (Raney nickel). The product is OC[C@H](O)[C@@H](O)[C@H](O)[C@H](O)CO (sorbitol), C([C@@H]1[C@H]([C@@H]([C@H]([C@H](O1)O[C@H]([C@@H](CO)O)[C@@H]([C@H](CO)O)O)O)O)O)O (maltitol), C([C@@H]1[C@H]([C@@H]([C@H]([C@H](O1)O[C@@H]2[C@H](O[C@@H]([C@@H]([C@H]2O)O)O[C@H]([C@@H](CO)O)[C@@H]([C@H](CO)O)O)CO)O)O)O)O (maltotriitol), sugar alcohols. RXN SMILES: [CH2:1]([OH:23])[C@H:2]1[O:7][C@H:6]([O:8][C@H:9]2[C@H:14]([OH:15])[C@@H:13]([OH:16])[C@H:12]([OH:17])[O:11][C@@H:10]2[CH2:18][OH:19])[C@H:5]([OH:20])[C@@H:4]([OH:21])[C@@H:3]1[OH:22]>[Ni]>[OH:8][CH2:6][C@@H:5]([C@H:4]([C@@H:3]([C@@H:2]([CH2:1][OH:23])[OH:7])[OH:22])[OH:21])[OH:20].[CH2:1]([OH:23])[C@H:2]1[O:7][C@H:6]([O:8][C@@H:9]([C@H:14]([OH:15])[C@@H:13]([OH:16])[CH2:12][OH:17])[C@H:10]([OH:11])[CH2:18][OH:19])[C@H:5]([OH:20])[C@@H:4]([OH:21])[C@@H:3]1[OH:22].[CH2:1]([OH:23])[C@H:2]1[O:7][C@H:6]([O:8][C@H:9]2[C@H:14]([OH:15])[C@@H:13]([OH:16])[C@@H:12]([O:17][C@@H:14]([C@H:9]([OH:8])[C@@H:10]([OH:11])[CH2:18][OH:19])[C@H:13]([OH:16])[CH2:12][OH:17])[O:11][C@@H:10]2[CH2:18][OH:19])[C@H:5]([OH:20])[C@@H:4]([OH:21])[C@@H:3]1[OH:22]. Procedure: After adjusting the concentration of the maltose solution to 50%, to the concentrate was added Raney nickel catalyst in an amount of 10%, and the admixture was then heated to 90°-125° C. under stirring conditions, and hydrogenated at this temperature under a hydrogen pressure of 20-100 kg/cm2. After completion of the hydrogenation, the Raney nickel catalyst was removed, and the hydrogenated product was purified with activated carbon and ion exchangers according to conventional methods, obtaining... Starting materials: C(=O)(O)[O-].[Na+] (NaHCO3), BrC=1C=C2CNC(C2=CC1)=O (5-Bromo-2,3-dihydro-1H-isoindol-1-one), FC(S(=O)(=O)OCC(F)(F)F)(F)F (2,2,2-trifluoroethyl trifluoromethanesulfonate), [H-].[Na+] (NaH). Solvent: CN(C)C=O (DMF). Conditions: temperature 0 celsius. Product: BrC=1C=C2CN(C(C2=CC1)=O)CC(F)(F)F (5-Bromo-2-(2,2,2-trifluoroethyl)-2,3-dihydro-1H-isoindol-1-one). RXN SMILES: [Br:1][C:2]1[CH:3]=[C:4]2[C:8](=[CH:9][CH:10]=1)[C:7](=[O:11])[NH:6][CH2:5]2.[H-].[Na+].FC(F)(F)S(O[CH2:20][C:21]([F:24])([F:23])[F:22])(=O)=O.C([O-])(O)=O.[Na+]>CN(C=O)C>[Br:1][C:2]1[CH:3]=[C:4]2[C:8](=[CH:9][CH:10]=1)[C:7](=[O:11])[N:6]([CH2:20][C:21]([F:24])([F:23])[F:22])[CH2:5]2 |f:1.2,4.5|. Procedure: 5-Bromo-2,3-dihydro-1H-isoindol-1-one (100 mg, 0.47 mmol) was dissolved in DMF (4.7 mL) and stirred at 0° C. NaH (38 mg, 0.94 mmol, 60% dispersion in oil) was carefully added in two portions, and the resulting mixture was allowed to stir at 0° C. for 15 minutes before 2,2,2-trifluoroethyl trifluoromethanesulfonate (110 mg, 0.47 mmol) was added. The mixture was allowed to stir at 0° C. for 30 minutes before saturated aqueous NaHCO3 (10 mL) was carefully added, and the mixture was extracted with E... The solvent is C1(=CC=CC=C1)C (toluene). Yields the product O=C1CC2=C(N(C3=C1C=CC=C3)C(=O)N)C=CC=C2 (10-oxo-10,11-dihydro-5H-dibenz(b,f)azepin-5-carboxamide). As a reaction SMILES: C[O:2][C:3]1[C:9]2[CH:10]=[CH:11][CH:12]=[CH:13][C:8]=2[NH:7][C:6]2[CH:14]=[CH:15][CH:16]=[CH:17][C:5]=2[CH:4]=1.[O-:18][C:19]#[N:20].[K+].S(=O)(=O)(O)O.O>C1(C)C=CC=CC=1>[O:2]=[C:3]1[C:9]2[CH:10]=[CH:11][CH:12]=[CH:13][C:8]=2[N:7]([C:19]([NH2:20])=[O:18])[C:6]2[CH:14]=[CH:15][CH:16]=[CH:17][C:5]=2[CH2:4]1 |f:1.2|. Procedure details: 22.3 g (0.1 moles) of 10-methoxy-5H-dibenz(b,f)azepine prepared according to U.S. Pat. No. 27,622 are dissolved in 150 ml of toluene. 8.92 g (0.11 moles) of potassium cyanate and 10.8 g (0.11 moles) of 96% sulfuric acid are added. The mixture is heated between 40° and 50° C. stirring vigorously for 24 hours. When the analytical control detects a starting product content<2%, 50 ml of water are dropped into the mixture, which is stirred and the phases are separated. The organic phase is evaporated... Reactants: COC1=CC2=C(NC3=C1C=CC=C3)C=CC=C2 (10-methoxy-5H-dibenz(b,f)azepine), O (water), [O-]C#N.[K+] (potassium cyanate), S(O)(O)(=O)=O (sulfuric acid). Reaction conditions: time 24 hour. Reactants: CN(/C=C/C(=O)C1=NN(C=CC1=O)C1=CC=C(C=C1)OC(F)(F)F)C (3-((E)-3-Dimethylamino-acryloyl)-1-(4-trifluoromethoxy-phenyl)-1H-pyridazin-4-one), N(N)C1=CC=C(C=C1)S(=O)(=O)N (4-hydrazino-benzenesulfonamide). Yields the product O=C1C(=NN(C=C1)C1=CC=C(C=C1)OC(F)(F)F)C1=CC=NN1C1=CC=C(C=C1)S(=O)(=O)N (4-{5-[4-Oxo-1-(4-trifluoromethoxy-phenyl)-1,4-dihydro-pyridazin-3-yl]-pyrazol-1-yl}-benzenesulfonamide). RXN SMILES: CN(C)/[CH:3]=[CH:4]/[C:5]([C:7]1[C:12](=[O:13])[CH:11]=[CH:10][N:9]([C:14]2[CH:19]=[CH:18][C:17]([O:20][C:21]([F:24])([F:23])[F:22])=[CH:16][CH:15]=2)[N:8]=1)=O.[NH:26]([C:28]1[CH:33]=[CH:32][C:31]([S:34]([NH2:37])(=[O:36])=[O:35])=[CH:30][CH:29]=1)[NH2:27]>>[O:13]=[C:12]1[CH:11]=[CH:10][N:9]([C:14]2[CH:15]=[CH:16][C:17]([O:20][C:21]([F:24])([F:23])[F:22])=[CH:18][CH:19]=2)[N:8]=[C:7]1[C:5]1[N:26]([C:28]2[CH:33]=[CH:32][C:31]([S:34]([NH2:37])(=[O:35])=[O:36])=[CH:30][CH:29]=2)[N:27]=[CH:3][CH:4]=1. Reported procedure: The product was obtained starting from 3-((E)-3-Dimethylamino-acryloyl)-1-(4-trifluoromethoxy-phenyl)-1H-pyridazin-4-one (A-8) and 4-hydrazino-benzenesulfonamide according to the method described for example 43. MS: M=478.1 (M+H)+ Reactants: N#Cc1cccc(CN)c1, C1N2CN3CN1CN(C2)C3, CC(=O)O, O, O=S(=O)(O)O. Product: N#Cc1cccc(C=O)c1. Reaction SMILES: [C:1](#[N:2])[c:3]1[cH:4][c:5]([CH2:6][NH2:7])[cH:8][cH:9][cH:10]1.[CH2:11]1[N:12]2[CH2:13][N:14]3[CH2:15][N:16]([CH2:17]2)[CH2:18][N:19]1[CH2:20]3.[CH3:27][C:28](=[O:29])[OH:30].[OH2:21].[S:22]([OH:23])(=[O:24])(=[O:25])[OH:26]>>[C:1](#[N:2])[c:3]1[cH:4][c:5]([CH:6]=[O:23])[cH:8][cH:9][cH:10]1. Reactants: ClC1=CC=C(C=C1)S(=O)(=O)NCCC=1C=C(C=C(C1)CC1=CC=C(C=C1)F)CCC(=O)OCC (ethyl 3-[2-[(4-chlorophenyl)sulphonylamino]ethyl]-5-[(4-fluorophenyl)methyl]benzenepropanoate), [OH-].[Na+] (sodium hydroxide). Run in CO (methanol). Yields the product ClC1=CC=C(C=C1)S(=O)(=O)NCCC=1C=C(C=C(C1)CC1=CC=C(C=C1)F)CCC(=O)O (3-[2-[(4-Chlorophenyl)sulphonylamino]ethyl]-5-[(4-fluorophenyl)methyl]benzenepropanoic acid). Isolated yield 82.6%. Reaction SMILES: [Cl:1][C:2]1[CH:7]=[CH:6][C:5]([S:8]([NH:11][CH2:12][CH2:13][C:14]2[CH:15]=[C:16]([CH2:28][CH2:29][C:30]([O:32]CC)=[O:31])[CH:17]=[C:18]([CH2:20][C:21]3[CH:26]=[CH:25][C:24]([F:27])=[CH:23][CH:22]=3)[CH:19]=2)(=[O:10])=[O:9])=[CH:4][CH:3]=1.[OH-].[Na+]>CO>[Cl:1][C:2]1[CH:7]=[CH:6][C:5]([S:8]([NH:11][CH2:12][CH2:13][C:14]2[CH:15]=[C:16]([CH2:28][CH2:29][C:30]([OH:32])=[O:31])[CH:17]=[C:18]([CH2:20][C:21]3[CH:26]=[CH:25][C:24]([F:27])=[CH:23][CH:22]=3)[CH:19]=2)(=[O:9])=[O:10])=[CH:4][CH:3]=1 |f:1.2|. Procedure: A mixture of ethyl 3-[2-[(4-chlorophenyl)sulphonylamino]ethyl]-5-[(4-fluorophenyl)methyl]benzenepropanoate (500 mg), 2N sodium hydroxide solution (1.5 ml) and methanol (5 ml) was heated under reflux for 1 hour and then evaporated. The residue was dissolved in a small volume of water, and the solution was made acidic with 2N hydrochloric acid. The resulting mixture was extracted several times with ether and the combined extracts were dried (MgSO4) and evaporated to give the title compound,(390 mg...